From a dataset of the Open Reaction Database (ORD), a public repository of structured organic reaction records. describe an organic reaction: reactants, conditions, products, and yield Starting materials: Fc1cc(F)cc(-c2cccc3[nH]c4c(c23)CCN(Cc2ccccc2)CC4)c1, CCO, Cl. Product: Cl, Fc1cc(F)cc(-c2cccc3[nH]c4c(c23)CCNCC4)c1. RXN SMILES: [CH2:1]([c:2]1[cH:3][cH:4][cH:5][cH:6][cH:7]1)[N:8]1[CH2:9][CH2:10][c:11]2[nH:12][c:13]3[cH:14][cH:15][cH:16][c:17](-[c:22]4[cH:23][c:24]([F:29])[cH:25][c:26]([F:28])[cH:27]4)[c:18]3[c:19]2[CH2:20][CH2:21]1.[CH3:31][CH2:32][OH:33].[ClH:30]>>[ClH:30].[NH:8]1[CH2:9][CH2:10][c:11]2[nH:12][c:13]3[cH:14][cH:15][cH:16][c:17](-[c:22]4[cH:23][c:24]([F:29])[cH:25][c:26]([F:28])[cH:27]4)[c:18]3[c:19]2[CH2:20][CH2:21]1.